This data is from the Open Reaction Database (ORD), a public repository of structured organic reaction records. The task is: describe an organic reaction: reactants, conditions, products, and yield Reactants: [OH-].[Na+] (sodium hydroxide), COC(CCC\C=C/C[C@H]1[C@H](C[C@H]([C@@H]1\C=C\[C@H](CCC=C(C)C)O)O)O)=O ((5Z,13E)-(9S,11R,15S)-9,11,15-trihydroxy-19-methyl-5,13,18-prostatrienoic acid methyl ester), [BH4-].[Na+] (sodium borohydride), C([O-])([O-])=O.[Ca+2] (calcium carbonate), [OH-].[Na+] (sodium hydroxide). The reagents and catalysts are C(C)(=O)[O-].[Hg+2].C(C)(=O)[O-] (mercury(II) acetate). Solvent: O1CCCC1 (tetrahydrofuran). Conditions: time 10 minute. Product: O[C@H]1[C@@H]([C@H]2C[C@@H](O[C@H]2C1)CCCCC(=O)OC)\C=C\[C@H](CCC=C(C)C)O ((1S,5R,6R,7R,3S)-7-Hydroxy-6-[(E)-(3S)-3-hydroxy-7-methyl-1,6-octadien-1-yl]-3-(4-methoxycarbonyl-1-butyl)-2-oxabicyclo[3,3,0]octane). RXN SMILES: [CH3:1][O:2][C:3](=[O:27])[CH2:4][CH2:5][CH2:6]/[CH:7]=[CH:8]\[CH2:9][C@@H:10]1[C@@H:14](/[CH:15]=[CH:16]/[C@@H:17]([OH:24])[CH2:18][CH2:19][CH:20]=[C:21]([CH3:23])[CH3:22])[C@H:13]([OH:25])[CH2:12][C@@H:11]1[OH:26].C(=O)([O-])[O-].[Ca+2].[OH-].[Na+].[BH4-].[Na+]>C([O-])(=O)C.[Hg+2].C([O-])(=O)C.O1CCCC1>[OH:25][C@@H:13]1[CH2:12][C@H:11]2[C@H:10]([CH2:9][C@H:8]([CH2:7][CH2:6][CH2:5][CH2:4][C:3]([O:2][CH3:1])=[O:27])[O:26]2)[C@H:14]1/[CH:15]=[CH:16]/[C@@H:17]([OH:24])[CH2:18][CH2:19][CH:20]=[C:21]([CH3:22])[CH3:23] |f:1.2,3.4,5.6,7.8.9|. Procedure: A solution of 480 mg. of (5Z,13E)-(9S,11R,15S)-9,11,15-trihydroxy-19-methyl-5,13,18-prostatrienoic acid methyl ester (prepared according to DOS No. 2,635,985) and 530 mg. of mercury(II) acetate in 20 ml. of tetrahydrofuran is stirred with 200 mg. of pulverized calcium carbonate for 48 hours at 25°, and then combined in succession at 0° with 8 ml. of 1 N sodium hydroxide solution and a solution of 200 mg. of sodium borohydride in 8 ml. of 1 N sodium hydroxide solution. The mixture is stirred for ... The reactants are CC(C)C[AlH]CC(C)C, COC(=O)c1ncsc1C(C)C, ClCCl, O. Yields the product CC(C)c1scnc1C=O. Reaction SMILES: [CH3:13][CH:14]([CH2:15][AlH:16][CH2:17][CH:18]([CH3:19])[CH3:20])[CH3:21].[CH3:1][O:2][C:3](=[O:4])[c:5]1[n:6][cH:7][s:8][c:9]1[CH:10]([CH3:11])[CH3:12].[Cl:23][CH2:24][Cl:25].[OH2:22]>>[O:2]=[CH:3][c:5]1[n:6][cH:7][s:8][c:9]1[CH:10]([CH3:11])[CH3:12]. The reactants are teflon, C1=CC=CC=2OC3=CC=CC=C3C(C12)CC1(C(NC(N1)=O)=O)C1=CC(=C(C=C1)C(=O)OC)OC (5-(9H-xanthen-9-ylmethyl)-5-(3-methoxy-4-methoxycarbonylphenyl)hydantoin), [OH-].[Na+] (sodium hydroxide), Cl (hydrochloric acid). The product is NC(C(=O)O)(CC1C2=CC=CC=C2OC=2C=CC=CC12)C1=CC(=C(C=C1)C(=O)O)OC (2-amino-2-(4-carboxy-3-methoxyphenyl)-3-(9H-xanthen-9-yl)propanoic acid). RXN SMILES: [CH:1]1[C:14]2[CH:13]([CH2:15][C:16]3([C:23]4[CH:28]=[CH:27][C:26]([C:29]([O:31]C)=[O:30])=[C:25]([O:33][CH3:34])[CH:24]=4)[NH:20]C(=O)N[C:17]3=[O:22])[C:12]3[C:7](=[CH:8][CH:9]=[CH:10][CH:11]=3)[O:6][C:5]=2[CH:4]=[CH:3][CH:2]=1.Cl.[OH-:36].[Na+]>>[NH2:20][C:16]([C:23]1[CH:28]=[CH:27][C:26]([C:29]([OH:31])=[O:30])=[C:25]([O:33][CH3:34])[CH:24]=1)([CH2:15][CH:13]1[C:14]2[CH:1]=[CH:2][CH:3]=[CH:4][C:5]=2[O:6][C:7]2[C:12]1=[CH:11][CH:10]=[CH:9][CH:8]=2)[C:17]([OH:36])=[O:22] |f:2.3|. Reported procedure: A suspension of 5-(9H-xanthen-9-ylmethyl)-5-(3-methoxy-4-methoxycarbonylphenyl)hydantoin (1.04 g, 2.27 mmol) in aqueous sodium hydroxide (2M, 6.8 ml) was heated at 120° C. in a teflon lined stainless steel sealed tube for 3 days with stirring. After cooling, aqueous hydrochloric acid (5M, 3 ml) was added followed by purification on ion exchange (Dowex50×8-100 resin). The column was eluted sequentially with water, water-tetrahydrofuran (1:1), water and 10% pyridine in water. Fractions collected a... Starting materials: COC=1C=C(C=CC1OC)S(=O)(=O)C1=CC2=C(OC([C@@]3([C@H]2O3)C)(C)C)C=C1 ((3S,4S)-3,4-Dihydro-6-(3,4-dimethoxyphenyl)sulphonyl-3,4-epoxy-2,2,3-trimethyl-2H-benzo[b]pyran), CN1N=C(C=CC1=O)O (2,3-dihydro-2-methyl-3-oxo-6-hydroxypyridazine), N1=CC=CC=C1 (pyridine). Solvent: O1CCOCC1 (1,4-dioxane). The product is CN1N=C(C=CC1=O)O[C@@H]1C2=C(OC([C@@]1(C)O)(C)C)C=CC(=C2)S(=O)(=O)C2=CC(=C(C=C2)OC)OC ((3S,4R)-3,4-dihydro-4-(2,3-dihydro-2-methyl-3-oxo-pyridazin-6-yl)oxy-6-(3,4-dimethoxyphenyl)sulphonyl-3-hydroxy-2,2,3-trimethyl-2H-benzo[b]pyran). The yield is 42.8%. As a reaction SMILES: [CH3:1][O:2][C:3]1[CH:4]=[C:5]([S:11]([C:14]2[CH:27]=[CH:26][C:17]3[O:18][C:19]([CH3:25])([CH3:24])[C@@:20]4([CH3:23])[O:22][C@H:21]4[C:16]=3[CH:15]=2)(=[O:13])=[O:12])[CH:6]=[CH:7][C:8]=1[O:9][CH3:10].[CH3:28][N:29]1[C:34](=[O:35])[CH:33]=[CH:32][C:31]([OH:36])=[N:30]1.N1C=CC=CC=1>O1CCOCC1>[CH3:28][N:29]1[C:34](=[O:35])[CH:33]=[CH:32][C:31]([O:36][C@H:21]2[C@@:20]([OH:22])([CH3:23])[C:19]([CH3:25])([CH3:24])[O:18][C:17]3[CH:26]=[CH:27][C:14]([S:11]([C:5]4[CH:6]=[CH:7][C:8]([O:9][CH3:10])=[C:3]([O:2][CH3:1])[CH:4]=4)(=[O:13])=[O:12])=[CH:15][C:16]2=3)=[N:30]1. Procedure details: (3S,4S)-3,4-Dihydro-6-(3,4-dimethoxyphenyl)sulphonyl-3,4-epoxy-2,2,3-trimethyl-2H-benzo[b]pyran (3.0 g) (see Preparation 25) and 2,3-dihydro-2-methyl-3-oxo-6-hydroxypyridazine (2.0 g) (see J.Org.Chem, 1971, 36, 3372) were suspended in dry 1,4-dioxane (30 ml), pyridine (0.61 g) was added and the mixture heated under reflux (a calcium chloride drying tube was attached to the flask) for 2 days. The solvent was removed under reduced pressure, the residue stirred with 5% methanol/dichloromethane and ... Starting materials: FC(C1=C(C=CC=C1)C1CC(CC(C1)=O)=O)(F)F (5-(2-trifluoromethylphenyl)cyclohexane-1,3-dione), [H-].[Na+] (sodium hydride), ice water, ClCC(C)=O (chloroacetone). The solvent is CN(C)C=O (DMF). Run at time 15 minute. Yields the product CC1=COC2=C1C(CC(C2)C2=C(C=CC=C2)C(F)(F)F)=O (3-methyl-6-(2-trifluoromethylphenyl)-4,5,6,7-tetrahydrobenzofuran-4-one). RXN SMILES: [F:1][C:2]([F:18])([F:17])[C:3]1[CH:8]=[CH:7][CH:6]=[CH:5][C:4]=1[CH:9]1[CH2:14][C:13](=[O:15])[CH2:12][C:11](=[O:16])[CH2:10]1.[H-].[Na+].Cl[CH2:22][C:23](=O)[CH3:24]>CN(C=O)C>[CH3:24][C:23]1[C:12]2[C:13](=[O:15])[CH2:14][CH:9]([C:4]3[CH:5]=[CH:6][CH:7]=[CH:8][C:3]=3[C:2]([F:17])([F:18])[F:1])[CH2:10][C:11]=2[O:16][CH:22]=1 |f:1.2|. Reported procedure: To a solution of 5-(2-trifluoromethylphenyl)cyclohexane-1,3-dione (mp198-199° C.; 1.28 g) in DMF (20 ml) was added 60% sodium hydride (0.22 g), and the mixture was stirred, under argon atmosphere, at room temperature for 15 minutes. To the mixture was added chloroacetone (0.45 ml), and the mixture was stirred at 150° C. overnight (14 hours). The reaction solution was cooled, and to the mixture was added ice-water. The mixture was extracted with ethyl acetate. The upper layer was washed with satu... Reported procedure: Sodium (18 mmol) is added to a flask containing 20 ml of ethanol. After the sodium has dissolved, 3.8 mmol of 5-carboxy-2-cyanopyridine and 18 mmol of hydroxylamine hydrochloride are added, and the solution is refluxed for 5 h. After cooling, the resulting precipitate is filtered off and recrystallized from water; m.p.>300°. Reactants: [Na] (Sodium), [Na] (sodium), C(=O)(O)C=1C=CC(=NC1)C#N (5-carboxy-2-cyanopyridine), Cl.NO (hydroxylamine hydrochloride). RXN SMILES: [Na].[C:2]([C:5]1[CH:6]=[CH:7][C:8]([C:11]#[N:12])=[N:9][CH:10]=1)([OH:4])=[O:3].Cl.[NH2:14][OH:15]>C(O)C>[C:2]([C:5]1[CH:6]=[CH:7][C:8]([C:11](=[N:14][OH:15])[NH2:12])=[N:9][CH:10]=1)([OH:4])=[O:3] |f:2.3,^1:0|. The product is C(=O)(O)C=1C=CC(=NC1)C(N)=NO (5-Carboxy-pyridine-2-carboxamide oxime). Solvent: C(C)O (ethanol). Starting materials: C1CCOC1, COC(=O)COc1ccc(OCC#Cc2cc(C#CCN3CCOCC3)cc(C#Cc3ccc(S(C)(=O)=O)cc3)c2)cc1C, CO, Cl, [Li+], [OH-], O. The product is Cc1cc(OCC#Cc2cc(C#CCN3CCOCC3)cc(C#Cc3ccc(S(C)(=O)=O)cc3)c2)ccc1OCC(=O)O. RXN SMILES: [CH2:49]1[O:50][CH2:51][CH2:52][CH2:53]1.[CH3:1][O:2][C:3]([CH2:4][O:5][c:6]1[c:7]([CH3:43])[cH:8][c:9]([O:12][CH2:13][C:14]#[C:15][c:16]2[cH:17][c:18]([C:31]#[C:32][c:33]3[cH:34][cH:35][c:36]([S:39](=[O:40])(=[O:41])[CH3:42])[cH:37][cH:38]3)[cH:19][c:20]([C:22]#[C:23][CH2:24][N:25]3[CH2:26][CH2:27][O:28][CH2:29][CH2:30]3)[cH:21]2)[cH:10][cH:11]1)=[O:44].[CH3:54][OH:55].[ClH:48].[Li+:46].[OH-:45].[OH2:47]>>[O:2]=[C:3]([CH2:4][O:5][c:6]1[c:7]([CH3:43])[cH:8][c:9]([O:12][CH2:13][C:14]#[C:15][c:16]2[cH:17][c:18]([C:31]#[C:32][c:33]3[cH:34][cH:35][c:36]([S:39](=[O:40])(=[O:41])[CH3:42])[cH:37][cH:38]3)[cH:19][c:20]([C:22]#[C:23][CH2:24][N:25]3[CH2:26][CH2:27][O:28][CH2:29][CH2:30]3)[cH:21]2)[cH:10][cH:11]1)[OH:44]. The reactants are COC(=O)c1ccc(Cl)cc1N, CCCCCC, CCOC(C)=O, CC(C(=O)O)c1ccc([N+](=O)[O-])cc1, O=S(Cl)Cl. Yields the product COC(=O)c1ccc(Cl)cc1NC(=O)C(C)c1ccc([N+](=O)[O-])cc1. As a reaction SMILES: [CH3:19][O:20][C:21]([c:22]1[c:23]([NH2:29])[cH:24][c:25]([Cl:28])[cH:26][cH:27]1)=[O:30].[CH3:31][CH2:32][CH2:33][CH2:34][CH2:35][CH3:36].[CH3:37][CH2:38][O:39][C:40]([CH3:41])=[O:42].[N+:1](=[O:2])([O-:3])[c:4]1[cH:5][cH:6][c:7]([CH:10]([C:11](=[O:12])[OH:13])[CH3:14])[cH:8][cH:9]1.[S:15]([Cl:16])([Cl:17])=[O:18]>>[N+:1](=[O:2])([O-:3])[c:4]1[cH:5][cH:6][c:7]([CH:10]([C:11](=[O:13])[NH:29][c:23]2[c:22]([C:21]([O:20][CH3:19])=[O:30])[cH:27][cH:26][c:25]([Cl:28])[cH:24]2)[CH3:14])[cH:8][cH:9]1. Reactants: ClC=1C=C(C=C(C1O)F)C=1N=C2C(=C(C=NC2=CC1)C(C(C)C)=O)NC=1C=CC(=NC1)N1C[C@@H](CCC1)NC(OC(C)(C)C)=O ((R)-tert-butyl (1-(5-((6-(3-chloro-5-fluoro-4-hydroxyphenyl)-3-isobutyryl-1,5-naphthyridin-4-yl)amino)pyridin-2-yl)piperidin-3-yl)carbamate), C(=O)(C(F)(F)F)O (TFA), trihydrochloride. Yields the product Cl.Cl.Cl.N[C@H]1CN(CCC1)C1=CC=C(C=N1)NC1=C(C=NC2=CC=C(N=C12)C1=CC(=C(C(=C1)F)O)Cl)C(C(C)C)=O ((R)-1-(4-((6-(3-aminopiperidin-1-yl)pyridin-3-yl)amino)-6-(3-chloro-5-fluoro-4-hydroxyphenyl)-1,5-naphthyridin-3-yl)-2-methylpropan-1-one trihydrochloride). Isolated yield 262.6%. RXN SMILES: [Cl:1][C:2]1[CH:3]=[C:4]([C:10]2[N:11]=[C:12]3[C:17](=[CH:18][CH:19]=2)[N:16]=[CH:15][C:14]([C:20](=[O:24])[CH:21]([CH3:23])[CH3:22])=[C:13]3[NH:25][C:26]2[CH:27]=[CH:28][C:29]([N:32]3[CH2:37][CH2:36][CH2:35][C@@H:34]([NH:38]C(=O)OC(C)(C)C)[CH2:33]3)=[N:30][CH:31]=2)[CH:5]=[C:6]([F:9])[C:7]=1[OH:8].C(O)(C(F)(F)F)=O>>[ClH:1].[ClH:1].[ClH:1].[NH2:38][C@@H:34]1[CH2:35][CH2:36][CH2:37][N:32]([C:29]2[N:30]=[CH:31][C:26]([NH:25][C:13]3[C:12]4[C:17](=[CH:18][CH:19]=[C:10]([C:4]5[CH:5]=[C:6]([F:9])[C:7]([OH:8])=[C:2]([Cl:1])[CH:3]=5)[N:11]=4)[N:16]=[CH:15][C:14]=3[C:20](=[O:24])[CH:21]([CH3:22])[CH3:23])=[CH:27][CH:28]=2)[CH2:33]1 |f:2.3.4.5|. Procedure details: Following general procedure IV-2, (R)-tert-butyl (1-(5-((6-(3-chloro-5-fluoro-4-hydroxyphenyl)-3-isobutyryl-1,5-naphthyridin-4-yl)amino)pyridin-2-yl)piperidin-3-yl)carbamate (168 mg, 0.26 mmol) was reacted with TFA (2 mL) followed by formation of the trihydrochloride salt to afford the desired product (110 mg, 78%) as an orange solid: 1H NMR (500 MHz, CD3OD) δ 9.31 (s, 1H), 8.35 (s, 2H), 8.18 (d, J=2.5 Hz, 1H), 7.64 (d, J=9.0, 2.5 Hz, 1H), 7.38 (bs, 1H), 7.22-7.12 (m, 1H), 7.02 (d, J=9.0 Hz, 1H)...